This data is from the Open Reaction Database (ORD), a public repository of structured organic reaction records. The task is: describe an organic reaction: reactants, conditions, products, and yield Starting materials: NC(CNCC(COCC1=CC=CC=C1)N)COCC1=CC=CC=C1 (1,5 -Diamino-1,5-dibenzyloxymethyl-3 -aza-pentane), Example 6 ( d ), COC(COCC(=O)OC)=O (diglycolic acid dimethyl ester). Solvent: CO (methanol). Yields the product C(C1=CC=CC=C1)OCC1NC(COCC(NC(CNC1)COCC1=CC=CC=C1)=O)=O (5,9-Bis(benzyloxymethyl)-1-oxa-4,7,10-triazacyclododecane-3,11-dione). As a reaction SMILES: [NH2:1][CH:2]([CH2:17][O:18][CH2:19][C:20]1[CH:25]=[CH:24][CH:23]=[CH:22][CH:21]=1)[CH2:3][NH:4][CH2:5][CH:6]([NH2:16])[CH2:7][O:8][CH2:9][C:10]1[CH:15]=[CH:14][CH:13]=[CH:12][CH:11]=1.C[O:27][C:28](=O)[CH2:29][O:30][CH2:31][C:32](OC)=[O:33]>CO>[CH2:19]([O:18][CH2:17][CH:2]1[CH2:3][NH:4][CH2:5][CH:6]([CH2:7][O:8][CH2:9][C:10]2[CH:11]=[CH:12][CH:13]=[CH:14][CH:15]=2)[NH:16][C:32](=[O:33])[CH2:31][O:30][CH2:29][C:28](=[O:27])[NH:1]1)[C:20]1[CH:25]=[CH:24][CH:23]=[CH:22][CH:21]=1. Procedure: 1,5 -Diamino-1,5-dibenzyloxymethyl-3 -aza-pentane (0.250 g, 0.73 mmol) (Example 6 (d)) and diglycolic acid dimethyl ester (0.118 g, 0.73 mmol) were dissolved in methanol (20 ml). The mixture was refluxed for 6 days. The solvent was evaporated and the mixture chromatographed on a silica column. 5,9-Bis(benzyloxymethyl)-1-oxa-4,7,10-triazacyclododecane-3,11-dione was isolated as a yellow oil. Yield 0.273 g (85%). FAB MS: 442 (M+1).